This data is from the Open Reaction Database (ORD), a public repository of structured organic reaction records. The task is: describe an organic reaction: reactants, conditions, products, and yield Reactants: CCOCC (Et2O), C(C)OC(=O)C1N(CCN(C1)C)C (Ethyl 1,4-dimethylpiperazin-2-yl carboxylic acid), Cl (HCl), [OH-].[Na+] (NaOH). Run in CCO (EtOH). Product: CN1C(CN(CC1)C)C(=O)O (1,4-Dimethylpiperazin-2-yl carboxylic acid). Isolated yield 48.2%. RXN SMILES: C([O:3][C:4]([CH:6]1[CH2:11][N:10]([CH3:12])[CH2:9][CH2:8][N:7]1[CH3:13])=[O:5])C.[OH-].[Na+].Cl.CCOCC>CCO>[CH3:13][N:7]1[CH2:8][CH2:9][N:10]([CH3:12])[CH2:11][CH:6]1[C:4]([OH:5])=[O:3] |f:1.2|. Procedure details: Ethyl 1,4-dimethylpiperazin-2-yl carboxylic acid (1.86 g) was dissolved in EtOH (10 mL) and 5M aqueous NaOH (20 mL) added. The mixture was refluxed for 2 hours, allowed to cool, 10M HCl (9.1 mL) added to give pH4 and the mixture evaporated to dryness. The white solid was stirred with MeOH (25 mL), CH2Cl2 (10 mL) added and the filtrate evaporated to give, after trituration with Et2O, the title compound as a grey solid (761 mg, 48%). Product: CC1(C)CCCC2(C)C1CCC1(C)c3c(C#N)cc(O)cc3SCC12. Reactants: CCCS, CN(C)P(=O)(N(C)C)N(C)C, COc1cc(C#N)c2c(c1)SCC1C2(C)CCC2C(C)(C)CCCC21C, [H-], [Li+]. As a reaction SMILES: [CH2:3]([SH:4])[CH2:5][CH3:6].[CH3:33][N:34]([CH3:35])[P:36]([N:37]([CH3:38])[CH3:39])([N:40]([CH3:41])[CH3:42])=[O:43].[CH3:7][O:8][c:9]1[cH:10][c:11]([C:31]#[N:32])[c:12]2[c:25]([cH:26]1)[S:24][CH2:23][CH:22]1[C:13]2([CH3:30])[CH2:14][CH2:15][CH:16]2[C:17]([CH3:28])([CH3:29])[CH2:18][CH2:19][CH2:20][C:21]21[CH3:27].[H-:1].[Li+:2]>>[OH:8][c:9]1[cH:10][c:11]([C:31]#[N:32])[c:12]2[c:25]([cH:26]1)[S:24][CH2:23][CH:22]1[C:13]2([CH3:30])[CH2:14][CH2:15][CH:16]2[C:17]([CH3:28])([CH3:29])[CH2:18][CH2:19][CH2:20][C:21]21[CH3:27]. The reactants are C(#N)C1=CC=C(C=C1)C1=CC=C(C=C1)NC(CCCC(=O)OC)=O (4-cyano-4'-(4-methoxycarbonylbutyrylamino]biphenyl), CI (methyliodide). Product: C(#N)C1=CC=C(C=C1)C1=CC=C(C=C1)N(C)C(CCCC(=O)OC)=O (4-cyano-4'-[N-(4-methoxycarbonylbutyryl)-N-methylamino]biphenyl). RXN SMILES: [C:1]([C:3]1[CH:8]=[CH:7][C:6]([C:9]2[CH:14]=[CH:13][C:12]([NH:15][C:16](=[O:24])[CH2:17][CH2:18][CH2:19][C:20]([O:22][CH3:23])=[O:21])=[CH:11][CH:10]=2)=[CH:5][CH:4]=1)#[N:2].[CH3:25]I>>[C:1]([C:3]1[CH:4]=[CH:5][C:6]([C:9]2[CH:14]=[CH:13][C:12]([N:15]([C:16](=[O:24])[CH2:17][CH2:18][CH2:19][C:20]([O:22][CH3:23])=[O:21])[CH3:25])=[CH:11][CH:10]=2)=[CH:7][CH:8]=1)#[N:2]. Procedure: (prepared from 4-cyano-4'-(4-methoxycarbonylbutyrylamino]biphenyl by methylation with methyliodide) Reactants: C(C1=CC=CC=C1)N(CC(C(=O)OCC)(F)F)CC1=CC=CC=C1 (Ethyl 3-(dibenzylamino)-2,2-difluoropropanoate), C(=O)(C(F)(F)F)O (TFA). Solvent: CCO (EtOH). Conditions: time 8 hour. The product is OC(=O)C(F)(F)F.NCC(C(=O)OCC)(F)F (Ethyl 3-amino-2,2-difluoropropanoate-TFA salt). The yield is 94.0%. Reaction SMILES: C([N:8](CC1C=CC=CC=1)[CH2:9][C:10]([F:17])([F:16])[C:11]([O:13][CH2:14][CH3:15])=[O:12])C1C=CC=CC=1.[C:25]([OH:31])([C:27]([F:30])([F:29])[F:28])=[O:26]>CCO>[OH:31][C:25]([C:27]([F:30])([F:29])[F:28])=[O:26].[NH2:8][CH2:9][C:10]([F:17])([F:16])[C:11]([O:13][CH2:14][CH3:15])=[O:12] |f:3.4|. Reported procedure: In a round bottom flask, Ethyl 3-(dibenzylamino)-2,2-difluoropropanoate (1.72 g, 5.2 mmol) was solubilized in EtOH (25 mL) and TFA added (0.4 mL, 5.5 mmol). Under an atmosphere of nitrogen Pd(OH)2/C (170 mg of 20% Pd by wt. wet) was added. The reaction mixture was repeatedly purged with nitrogen and then left under hydrogen overnight. At this point the reaction was deemed complete by LCMS, filtered through a pad of Celite, the pad washed with EtOH and the filtrate concentrated without heating to...